Dataset: the Open Reaction Database (ORD), a public repository of structured organic reaction records. Task: describe an organic reaction: reactants, conditions, products, and yield Starting materials: C1(=CC=CC=C1)C(CN)CCCC (2-phenylhexylamine), Cl.C1(=CC=CC=C1)C(CN(CC1=C(C(=CC=C1)C(F)(F)F)Cl)CCCOC=1CC(C=CC1)=CC(=O)O)CC(C)C (N-(2-Phenyl-4-methylpentyl)-N-(2-chloro-3-trifluoromethylbenzyl)-3-(3-carboxymethylenephenoxy)propylamine, hydrochloride). Yields the product Cl.C1(=CC=CC=C1)C(CN(CC1=C(C(=CC=C1)C(F)(F)F)Cl)CCCOC=1CC(C=CC1)=CC(=O)O)CCCC (N-(2-Phenylhexyl)-N-(2-chloro-3-trifluoromethylbenzyl)-3-(3-carboxymethylenephenoxy)propylamine, hydrochloride). RXN SMILES: [C:1]1(C(CCCC)CN)[CH:6]=CC=C[CH:2]=1.Cl.[C:15]1([CH:21]([CH2:50]C(C)C)[CH2:22][N:23]([CH2:36][CH2:37][CH2:38][O:39][C:40]2[CH2:41][C:42](=[CH:46][C:47]([OH:49])=[O:48])[CH:43]=[CH:44][CH:45]=2)[CH2:24][C:25]2[CH:30]=[CH:29][CH:28]=[C:27]([C:31]([F:34])([F:33])[F:32])[C:26]=2[Cl:35])[CH:20]=[CH:19][CH:18]=[CH:17][CH:16]=1>>[ClH:35].[C:15]1([CH:21]([CH2:50][CH2:2][CH2:1][CH3:6])[CH2:22][N:23]([CH2:36][CH2:37][CH2:38][O:39][C:40]2[CH2:41][C:42](=[CH:46][C:47]([OH:49])=[O:48])[CH:43]=[CH:44][CH:45]=2)[CH2:24][C:25]2[CH:30]=[CH:29][CH:28]=[C:27]([C:31]([F:33])([F:34])[F:32])[C:26]=2[Cl:35])[CH:16]=[CH:17][CH:18]=[CH:19][CH:20]=1 |f:1.2,3.4|. Procedure details: The titled compound was prepared from 2-phenylhexylamine (J. Chem. Soc. Perk. Trans. 1: Organic and Biorganic Chemistry (1976), (1), 33-8) in the same manner as the preparation of N-(2-Phenyl-4-methylpentyl)-N-(2-chloro-3-trifluoromethylbenzyl)-3-(3-carboxymethylenephenoxy)propylamine, hydrochloride, Example 189e-h. MS (ESI) 562 (MH+) Reactants: ClC1=CC=C2C(=C(NC2=C1)C)SC=1C=C(C=CC1)CC(=O)O ([3-(6-Chloro-2-methyl-1H-indol-3-ylsulfanyl)-phenyl]-acetic acid), CCO (EtOH), OS(=O)(=O)O (H2SO4). Conditions: time 2 hour. Yields the product C(C)OC(CC1=CC(=CC=C1)SC1=C(NC2=CC(=CC=C12)Cl)C)=O ([3-(6-Chloro-2-methyl-1H-indol-3-ylsulfanyl)-phenyl]-acetic acid ethyl ester). As a reaction SMILES: [Cl:1][C:2]1[CH:10]=[C:9]2[C:5]([C:6]([S:12][C:13]3[CH:14]=[C:15]([CH2:19][C:20]([OH:22])=[O:21])[CH:16]=[CH:17][CH:18]=3)=[C:7]([CH3:11])[NH:8]2)=[CH:4][CH:3]=1.OS(O)(=O)=O.[CH3:28][CH2:29]O>>[CH2:28]([O:21][C:20](=[O:22])[CH2:19][C:15]1[CH:16]=[CH:17][CH:18]=[C:13]([S:12][C:6]2[C:5]3[C:9](=[CH:10][C:2]([Cl:1])=[CH:3][CH:4]=3)[NH:8][C:7]=2[CH3:11])[CH:14]=1)[CH3:29]. Procedure: [3-(6-Chloro-2-methyl-1H-indol-3-ylsulfanyl)-phenyl]-acetic acid (from the previous step) was dissolved in EtOH (100 mL), conc. H2SO4 (2 mL) was added, and the reaction was stirred at room temperature for 2 hours. The reaction was submitted to standard workup procedures then purified via silica gel chromatography to afford the title compound. Starting materials: O=C([O-])[O-], CCNCC, CC#N, COc1cc(OCCCl)ccc1[N+](=O)[O-], ClCCl, [K+], [K+]. The product is CCN(CC)CCOc1ccc([N+](=O)[O-])c(OC)c1. As a reaction SMILES: [C:21](=[O:22])([O-:23])[O-:24].[CH2:16]([CH3:17])[NH:18][CH2:19][CH3:20].[CH3:27][C:28]#[N:29].[Cl:1][CH2:2][CH2:3][O:4][c:5]1[cH:6][c:7]([O:14][CH3:15])[c:8]([N+:11](=[O:12])[O-:13])[cH:9][cH:10]1.[Cl:30][CH2:31][Cl:32].[K+:25].[K+:26]>>[CH2:2]([CH2:3][O:4][c:5]1[cH:6][c:7]([O:14][CH3:15])[c:8]([N+:11](=[O:12])[O-:13])[cH:9][cH:10]1)[N:18]([CH2:16][CH3:17])[CH2:19][CH3:20]. Reaction SMILES: C1(P(C2C=CC=CC=2)C2C=CC=CC=2)C=CC=CC=1.C([Li])CCC.Br[C:26]1[CH:27]=[C:28]2[C:33]3=[C:34]([CH2:36][C:37]([CH3:39])([CH3:38])[N:32]3[CH:31]=[C:30]([C:40]([O:42][CH2:43][CH3:44])=[O:41])[C:29]2=[O:45])[CH:35]=1.[CH2:46]([OH:49])[C:47]#[CH:48]>C1COCC1.C(NCC)C.C([O-])(=O)C.[Pd+2].C([O-])(=O)C.[Cu](I)I>[OH:49][CH2:46][C:47]#[C:48][C:26]1[CH:27]=[C:28]2[C:33]3=[C:34]([CH2:36][C:37]([CH3:39])([CH3:38])[N:32]3[CH:31]=[C:30]([C:40]([O:42][CH2:43][CH3:44])=[O:41])[C:29]2=[O:45])[CH:35]=1 |f:6.7.8|. Run in C(C)NCC (diethylamine), C1CCOC1 (THF). Run at temperature 22 celsius. The reactants are BrC=1C=C2C(C(=CN3C2=C(C1)CC3(C)C)C(=O)OCC)=O (ethyl 8-bromo-2,2-dimethyl-6-oxo-1,2-dihydro-6H-pyrrolo[3,2,1-ij]quinoline-5-carboxylate), C(C#C)O (propargyl alcohol), C(CCC)[Li] (n-butyllithium), C1(=CC=CC=C1)P(C1=CC=CC=C1)C1=CC=CC=C1 (triphenyl phosphine). Reported procedure: A solution of palladium acetate (73 mg) and triphenyl phosphine (191 mg) in dry THF (6.0 mL) under nitrogen is cooled to 0° C. A solution of n-butyllithium (1.6 M in hexanes, 444 μL) is added dropwise and after 15 min, the solution is warmed to 22° C. for 15 min. The solution is then canulated into a mixture of ethyl 8-bromo-2,2-dimethyl-6-oxo-1,2-dihydro-6H-pyrrolo[3,2,1-ij]quinoline-5-carboxylate (Preparation 13, 350 mg), copper iodide (84 mg) and propargyl alcohol (75 μL) in diethylamine (6.0... Product: OCC#CC=1C=C2C(C(=CN3C2=C(C1)CC3(C)C)C(=O)OCC)=O (Ethyl 8-(3-Hydroxyprop-1-ynyl)-2,2-dimethyl-6-oxo-1,2-dihydro-6H-pyrrolo[3,2,1-ij]quinoline-5-carboxylate). The reagents and catalysts are [Cu](I)I (copper iodide), C(C)(=O)[O-].[Pd+2].C(C)(=O)[O-] (palladium acetate). The reactants are BrC1=C2C=CC(=CC2=CC=C1OC)C(=CC(C)=O)O (4-(5-bromo-6-methoxy-2-naphthyl)-4-hydroxybut-3-en-2-one), [H][H] (hydrogen), suspension, O.C(C)(=O)[O-].[Na+] (sodium acetate hydrate), C(C)(=O)[O-].[Na+] (sodium acetate). Reagents/catalysts: [Pd] (palladium), [Pd] (palladium on carbon). Solvent: CO (methanol), O (water), O (water). Reaction conditions: temperature 60 celsius, time 6 hour. The product is COC=1C=C2C=CC(=CC2=CC1)CCC(C)=O (4-(6-Methoxy-2-naphthyl)butan-2-one). Isolated yield 52.6%. RXN SMILES: Br[C:2]1[C:11]([O:12][CH3:13])=[CH:10][CH:9]=[C:8]2[C:3]=1[CH:4]=[CH:5][C:6]([C:14](O)=[CH:15][C:16](=[O:18])[CH3:17])=[CH:7]2.O.C([O-])(=O)C.[Na+].C([O-])(=O)C.[Na+].[H][H]>O.[Pd].CO>[CH3:13][O:12][C:11]1[CH:2]=[C:3]2[C:8](=[CH:9][CH:10]=1)[CH:7]=[C:6]([CH2:14][CH2:15][C:16](=[O:18])[CH3:17])[CH:5]=[CH:4]2 |f:1.2.3,4.5|. Reported procedure: 48 Grams (0.150 moles) of 4-(5-bromo-6-methoxy-2-naphthyl)-4-hydroxybut-3-en-2-one, 6.1 g of sodium acetate hydrate containing 32.4% of water, equivalent to 0.050 moles of sodium acetate, 4 g of a 50% suspension in water of 10% palladium on carbon, equivalent to 0.0019 moles of palladium, and 500 ml of methanol are put in a hydrogenator. The hydrogenator is washed with nitrogen in order to eliminate the oxygen and then hydrogen is introduced at the pressure of 2 atmospheres. The temperature of r...